Task: describe an organic reaction: reactants, conditions, products, and yield. Dataset: the Open Reaction Database (ORD), a public repository of structured organic reaction records Reactants: C[C@@]1(CO[C@@H]([C@@H]([C@H]1NC)O)O[C@H]2[C@@H](C[C@@H]([C@H]([C@@H]2O)O[C@@H]3[C@@H](CC=C(O3)CN)N)N)N)O (sisomicin), S(O)(O)(=O)=O (sulfuric acid), C (charcoal). The solvent is ion, O (water). Conditions: time 30 minute. The product is C[C@@]1(CO[C@@H]([C@@H]([C@H]1NC)O)O[C@H]2[C@@H](C[C@@H]([C@H]([C@@H]2O)O[C@@H]3[C@@H](CC=C(O3)CN)N)N)N)O.OS(=O)(=O)O (sisomicin sulfate). As a reaction SMILES: [CH3:1][C@@:2]1([OH:31])[C@H:7]([NH:8][CH3:9])[C@@H:6]([OH:10])[C@@H:5]([O:11][C@@H:12]2[C@@H:17]([OH:18])[C@H:16]([O:19][C@H:20]3[O:25][C:24]([CH2:26][NH2:27])=[CH:23][CH2:22][C@H:21]3[NH2:28])[C@@H:15]([NH2:29])[CH2:14][C@H:13]2[NH2:30])[O:4][CH2:3]1.C.[S:33](=[O:37])(=[O:36])([OH:35])[OH:34]>O>[CH3:1][C@@:2]1([OH:31])[C@H:7]([NH:8][CH3:9])[C@@H:6]([OH:10])[C@@H:5]([O:11][C@@H:12]2[C@@H:17]([OH:18])[C@H:16]([O:19][C@H:20]3[O:25][C:24]([CH2:26][NH2:27])=[CH:23][CH2:22][C@H:21]3[NH2:28])[C@@H:15]([NH2:29])[CH2:14][C@H:13]2[NH2:30])[O:4][CH2:3]1.[OH:36][S:33]([OH:37])(=[O:35])=[O:34] |f:4.5|. Procedure details: 15 g of the pure sisomicin base are dissolved in 60 ml of ion free water and to that solution as much 5 N sulfuric acid solution is added dropwise, as in needed to obtain a level of pH 4.3. Thereafter 1.5 g of active charcoal are added to the solution and the mixture is stirred for 30 minutes, then filtered on Seitz sheet. The filter is washed with 3×50 ml of ion free water and the unified filtrate is added by continuous stirring to 1 liter of methanol. The solution containing separated precipit...